Dataset: the Open Reaction Database (ORD), a public repository of structured organic reaction records. Task: describe an organic reaction: reactants, conditions, products, and yield Starting materials: ClC=CC(CCCCC)=O (1-Chloro-1-octen-3-one), CNC (dimethylamine). Run at time 20 minute. The product is CN(C=CC(CCCCC)=O)C (1-(Dimethylamino)-1-octen-3-one). As a reaction SMILES: Cl[CH:2]=[CH:3][C:4](=[O:10])[CH2:5][CH2:6][CH2:7][CH2:8][CH3:9].[CH3:11][NH:12][CH3:13]>>[CH3:11][N:12]([CH3:13])[CH:2]=[CH:3][C:4](=[O:10])[CH2:5][CH2:6][CH2:7][CH2:8][CH3:9]. Procedure: A solution of dimethylamine (560 ml, 40% aqueous) is cooled to 5° C. 1-Chloro-1-octen-3-one (192 g) is added and the mixture stirred at room temperature for 20 min. The solution is then saturated with potassium carbonate and extracted with ether. The organic layer is washed 3 × with sat. sodium chloride solution, dried over sodium sulfate, concentrated and distilled to give the title compound, b.p. 94°-96° C./0.2mm. Reactants: CNC(=O)C1=C(OC2=NC(=C(C=C21)I)N(S(=O)(=O)C)CCCC#N)C2=CC=C(C=C2)F (6-[(3-Cyano-propyl)-methanesulfonyl-amino]-2-(4-fluoro-phenyl)-5-iodo-furo[2,3-b]pyridine-3-carboxylic acid methylamide), B (Borane). The solvent is C1CCOC1 (THF). Run at temperature 0 celsius. Yields the product CNC(=O)C1=C(OC2=NC(=C(C=C21)I)N(S(=O)(=O)C)CCCCN)C2=CC=C(C=C2)F (6-[(4-Amino-butyl)-methanesulfonyl-amino]-2-(4-fluoro-phenyl)-5-iodo-furo[2,3-b]pyridine-3-carboxylic acid methylamide). The yield is 44.6%. RXN SMILES: [CH3:1][NH:2][C:3]([C:5]1[C:13]2[C:8](=[N:9][C:10]([N:15]([CH2:20][CH2:21][CH2:22][C:23]#[N:24])[S:16]([CH3:19])(=[O:18])=[O:17])=[C:11]([I:14])[CH:12]=2)[O:7][C:6]=1[C:25]1[CH:30]=[CH:29][C:28]([F:31])=[CH:27][CH:26]=1)=[O:4].B>C1COCC1>[CH3:1][NH:2][C:3]([C:5]1[C:13]2[C:8](=[N:9][C:10]([N:15]([CH2:20][CH2:21][CH2:22][CH2:23][NH2:24])[S:16]([CH3:19])(=[O:18])=[O:17])=[C:11]([I:14])[CH:12]=2)[O:7][C:6]=1[C:25]1[CH:26]=[CH:27][C:28]([F:31])=[CH:29][CH:30]=1)=[O:4]. Reported procedure: To the 6-[(3-Cyano-propyl)-methanesulfonyl-amino]-2-(4-fluoro-phenyl)-5-iodo-furo[2,3-b]pyridine-3-carboxylic acid methylamide (11 mg, 0.020 mmol) at 0° C. is added 0.5 mL 1N Borane in THF and stirred at 0° C. 5 min then stirred at room temperature overnight. The mixture is quenched with 1N HCl and THF is removed with a stream of N2. Purification is achieved by reverse phase HPLC with a C8 column with 10-50% ACN/H2O (0.1% NH4OH) to give 5 mg title compound. MS (ESI) m/z 561.0 (M+1). Retention ti... The reactants are C(C)(=O)NCCOC(=O)C=1[C@H](C(=C(NC1C)C)C(=O)O)C1=CC(=CC=C1)[N+](=O)[O-] ((4S)-5-(2-acetamidoethoxycarbonyl)-1,4-dihydro-2,6-dimethyl-4-(3-nitrophenyl)pyridine-3-carboxylic acid), C1(=CC=C(C=C1)S(=O)(=O)O)C (p-toluenesulfonic acid), O1CCCC=C1 (3,4-dihydro-2-H-pyrane). Run in C(C)(=O)OCC (ethyl acetate), O1CCCC1 (tetrahydrofuran). Conditions: time 6 hour. The product is C(C)(=O)NCCOC(=O)C=1[C@@H](C(=C(NC1C)C)C(=O)OC1OCCCC1)C1=CC(=CC=C1)[N+](=O)[O-] (2-tetrahydropyranyl (4S)-5-(2-acetamidoethoxycarbonyl)-1,4-dihydro-2,6-dimethyl-4-(3-nitrophenyl)pyridine-3-carboxylate). As a reaction SMILES: [C:1]([NH:4][CH2:5][CH2:6][O:7][C:8]([C:10]1[C@@H:11]([C:21]2[CH:26]=[CH:25][CH:24]=[C:23]([N+:27]([O-:29])=[O:28])[CH:22]=2)[C:12]([C:18]([OH:20])=[O:19])=[C:13]([CH3:17])[NH:14][C:15]=1[CH3:16])=[O:9])(=[O:3])[CH3:2].C1(C)C=CC(S(O)(=O)=O)=CC=1.[O:41]1[CH:46]=[CH:45][CH2:44][CH2:43][CH2:42]1>O1CCCC1.C(OCC)(=O)C>[C:1]([NH:4][CH2:5][CH2:6][O:7][C:8]([C:10]1[C@H:11]([C:21]2[CH:26]=[CH:25][CH:24]=[C:23]([N+:27]([O-:29])=[O:28])[CH:22]=2)[C:12]([C:18]([O:20][CH:42]2[CH2:43][CH2:44][CH2:45][CH2:46][O:41]2)=[O:19])=[C:13]([CH3:17])[NH:14][C:15]=1[CH3:16])=[O:9])(=[O:3])[CH3:2]. Reported procedure: To a solution of 36 mg of (4S)-5-(2-acetamidoethoxycarbonyl)-1,4-dihydro-2,6-dimethyl-4-(3-nitrophenyl)pyridine-3-carboxylic acid in 0.5 ml of tetrahydrofuran were added 7.7 mg of p-toluenesulfonic acid, and then 0.24 ml of 3,4-dihydro-2-H-pyrane. The mixture was stirred at room temperature for 6 hours. The reaction mixture was diluted with 5 ml of ethyl acetate, washed with saturated aqueous sodium hydrogen carbonate solution and with water, and dried over anhydrous Glauber's salt (sodium sulfa... Yields the product N=C(N)Nc1nc(CCCCN)c[nH]1. As a reaction SMILES: [CH2:28]([OH:29])[CH3:30].[ClH:27].[NH:1]([C:2](=[NH:3])[NH2:4])[c:5]1[nH:6][cH:7][c:8]([CH2:10][CH2:11][CH2:12][CH2:13][N:14]2[C:15](=[O:16])[c:17]3[cH:18][cH:19][cH:20][cH:21][c:22]3[C:23]2=[O:24])[n:9]1.[Na+:26].[OH-:25].[OH2:31]>>[NH:1]([C:2](=[NH:3])[NH2:4])[c:5]1[nH:6][cH:7][c:8]([CH2:10][CH2:11][CH2:12][CH2:13][NH2:14])[n:9]1. Starting materials: CCO, Cl, N=C(N)Nc1nc(CCCCN2C(=O)c3ccccc3C2=O)c[nH]1, [Na+], [OH-], O. The reactants are FC1=C(C=CC=C1)N1N=NC(=C1C1=CC=NC=C1)C1=NC(=NO1)C1=CC=C(C=O)C=C1 (4-(5-(1-(2-fluorophenyl)-5-(pyridin-4-yl)-1H-1,2,3-triazol-4-yl)-1,2,4-oxadiazol-3-yl)benzaldehyde), NC1(CC1)C(=O)O (1-aminocyclopropanecarboxylic acid). Product: FC1=C(C=CC=C1)N1N=NC(=C1C1=CC=NC=C1)C1=NC(=NO1)C1=CC=C(CNC2(CC2)C(=O)O)C=C1 (1-(4-(5-(1-(2-fluorophenyl)-5-(pyridin-4-yl)-1H-1,2,3-triazol-4-yl)-1,2,4-oxadiazol-3-yl)benzylamino)cyclopropanecarboxylic acid), Example 162. Reaction SMILES: [F:1][C:2]1[CH:7]=[CH:6][CH:5]=[CH:4][C:3]=1[N:8]1[C:12]([C:13]2[CH:18]=[CH:17][N:16]=[CH:15][CH:14]=2)=[C:11]([C:19]2[O:23][N:22]=[C:21]([C:24]3[CH:31]=[CH:30][C:27]([CH:28]=O)=[CH:26][CH:25]=3)[N:20]=2)[N:10]=[N:9]1.[NH2:32][C:33]1([C:36]([OH:38])=[O:37])[CH2:35][CH2:34]1>>[F:1][C:2]1[CH:7]=[CH:6][CH:5]=[CH:4][C:3]=1[N:8]1[C:12]([C:13]2[CH:14]=[CH:15][N:16]=[CH:17][CH:18]=2)=[C:11]([C:19]2[O:23][N:22]=[C:21]([C:24]3[CH:25]=[CH:26][C:27]([CH2:28][NH:32][C:33]4([C:36]([OH:38])=[O:37])[CH2:35][CH2:34]4)=[CH:30][CH:31]=3)[N:20]=2)[N:10]=[N:9]1. Procedure: The title compound was prepared following the procedure described for Example 94, but starting from 4-(5-(1-(2-fluorophenyl)-5-(pyridin-4-yl)-1H-1,2,3-triazol-4-yl)-1,2,4-oxadiazol-3-yl)benzaldehyde, obtained as described in Example 113, Step 1, (200 mg; 0.48 mmol) and 1-aminocyclopropanecarboxylic acid (98.1 mg; 0.97 mmol) to give Example 162 as a white solid. 1H NMR: (DMSO-d6, 400 MHz) δ 8.75 (2H, dd, J=4.5, 1.6 Hz), 7.95-7.87 (3H, m), 7.76-7.69 (1H, m), 7.61 (2H, dd, J=4.5, 1.7 Hz), 7.56-7.47... Starting materials: NC1=NC(=C(C(=N1)Cl)N)N[C@H]1C=C[C@H](C1)CO ((±)-cis-4-[(2,5-Diamino-4-chloro-6-pyrimidinyl)amino]-2-cyclopentene-1-methanol), Example 3, CC(C([O-])([O-])[O-])(C)C (trimethylorthoacetate), C(C)S(=O)(=O)O (ethane sulfonic acid). Reaction conditions: time 24 hour. As a reaction SMILES: [NH2:1][C:2]1[N:7]=[C:6]([Cl:8])[C:5]([NH2:9])=[C:4]([NH:10][C@@H:11]2[CH2:15][C@H:14]([CH2:16][OH:17])[CH:13]=[CH:12]2)[N:3]=1.[CH3:18][C:19](C)(C)C([O-])([O-])[O-].C(S(O)(=O)=O)C>CN(C)C=O>[NH2:1][C:2]1[N:3]=[C:4]2[C:5]([N:9]=[C:18]([CH3:19])[N:10]2[C@@H:11]2[CH2:15][C@H:14]([CH2:16][OH:17])[CH:13]=[CH:12]2)=[C:6]([Cl:8])[N:7]=1. Procedure details: (±)-cis-4-[(2,5-Diamino-4-chloro-6-pyrimidinyl)amino]-2-cyclopentene-1-methanol prepared as in Example 3 (1.12 g, 4.38 mmol) was stirred in N,N-dimethylformamide (5 mL) with trimethylorthoacetate (30 mL) and ethane sulfonic acid (0.66 g, 5.7 mmol) at 70° C. for 3 days. The resulting solution was evaporated to a yellow syrup. Acetic anhydride (20 mL) was added and this solution was refluxed for 2.5 hours. The resulting dark solution was evaporated to a syrup, which was dissolved in 1N hydrochlori... Yields the product NC1=NC(=C2N=C(N(C2=N1)[C@H]1C=C[C@H](C1)CO)C)Cl ((±)-cis-4-(2-amino-6-chloro-8-methyl-9H-purin-9-yl)-2-cyclopentene-1-methanol). Run in CN(C=O)C (N,N-dimethylformamide). Reactants: COC(=O)c1cccc(S(=O)(=O)NC2CC2)c1Cl, [Na+], [OH-]. The product is O=C(O)c1cccc(S(=O)(=O)NC2CC2)c1Cl. As a reaction SMILES: [Cl:1][c:2]1[c:3]([C:4](=[O:5])[O:6][CH3:7])[cH:8][cH:9][cH:10][c:11]1[S:12](=[O:13])(=[O:14])[NH:15][CH:16]1[CH2:17][CH2:18]1.[Na+:20].[OH-:19]>>[Cl:1][c:2]1[c:3]([C:4](=[O:5])[OH:6])[cH:8][cH:9][cH:10][c:11]1[S:12](=[O:13])(=[O:14])[NH:15][CH:16]1[CH2:17][CH2:18]1.